This data is from the Open Reaction Database (ORD), a public repository of structured organic reaction records. The task is: describe an organic reaction: reactants, conditions, products, and yield Starting materials: NC=1C(=CC(=C(C1)C=1C(N(C(=CN1)C(F)(F)F)C)=O)Cl)Cl (3-(5-amino-2,4-dichlorophenyl)-1-methyl-6-trifluoromethyl-2-oxo-1,2-dihydropyrazine), NC=1C(=CC(=C(C1)C=1C(N(C(=CN1)C(F)(F)F)C)=O)Cl)Cl (3-(5-amino-2,4-dichlorophenyl)-1-methyl-6-trifluoromethyl-2-oxo-1,2-dihydropyrazine), ClC(=O)OCC (ethyl chloroformate). The product is ClC1=C(C=C(C(=C1)Cl)NC(=O)OCC)C=1C(N(C(=CN1)C(F)(F)F)C)=O (3-(2,4-dichloro-5-ethoxycarbonylaminophenyl)-1-methyl-6-trifluoromethyl-2-oxo-1,2-dihydropyrazine). Procedure: A mixture of 0.35 g of 3-(5-amino-2,4-dichlorophenyl)-1-methyl-6-trifluoromethyl-2-oxo-1,2-dihydropyrazine (present compound 1-334) and 3.1 ml of ethyl chloroformate was stirred at 100° C. for 2 hours. After completion of the reaction, the reaction mixture was left cooling to room temperature, and the excess ethyl chloroformate was distilled out under reduced pressure. The residue was recrystallized from hexane, which afforded 0.32 g (yield, 79%) of 3-(2,4-dichloro-5-ethoxycarbonylaminophenyl)-1... Yield: 79.0%. Reaction conditions: temperature 100 celsius, time 2 hour. As a reaction SMILES: [NH2:1][C:2]1[C:3]([Cl:21])=[CH:4][C:5]([Cl:20])=[C:6]([C:8]2[C:9](=[O:19])[N:10]([CH3:18])[C:11]([C:14]([F:17])([F:16])[F:15])=[CH:12][N:13]=2)[CH:7]=1.Cl[C:23]([O:25][CH2:26][CH3:27])=[O:24]>>[Cl:20][C:5]1[CH:4]=[C:3]([Cl:21])[C:2]([NH:1][C:23]([O:25][CH2:26][CH3:27])=[O:24])=[CH:7][C:6]=1[C:8]1[C:9](=[O:19])[N:10]([CH3:18])[C:11]([C:14]([F:17])([F:16])[F:15])=[CH:12][N:13]=1. Starting materials: CC(=O)SC1CC(C(=O)O)N(C(=O)OCc2ccc([N+](=O)[O-])cc2)C1, C=CCOC(=O)c1cc(N)cc(C(N)=O)c1, [Cl-]. Yields the product C=CCOC(=O)c1cc(NC(=O)C2CC(SC(C)=O)CN2C(=O)OCc2ccc([N+](=O)[O-])cc2)cc(C(N)=O)c1. RXN SMILES: [C:1]([CH3:2])(=[O:3])[S:4][CH:5]1[CH2:6][CH:7]([C:23](=[O:24])[OH:25])[N:8]([C:10](=[O:11])[O:12][CH2:13][c:14]2[cH:15][cH:16][c:17]([N+:20](=[O:21])[O-:22])[cH:18][cH:19]2)[CH2:9]1.[CH2:27]([CH:28]=[CH2:29])[O:30][C:31](=[O:32])[c:33]1[cH:34][c:35]([C:36](=[O:37])[NH2:38])[cH:39][c:40]([NH2:42])[cH:41]1.[Cl-:26]>>[C:1]([CH3:2])(=[O:3])[S:4][CH:5]1[CH2:6][CH:7]([C:23](=[O:24])[NH:42][c:40]2[cH:39][c:35]([C:36](=[O:37])[NH2:38])[cH:34][c:33]([C:31]([O:30][CH2:27][CH:28]=[CH2:29])=[O:32])[cH:41]2)[N:8]([C:10](=[O:11])[O:12][CH2:13][c:14]2[cH:15][cH:16][c:17]([N+:20](=[O:21])[O-:22])[cH:18][cH:19]2)[CH2:9]1. Reactants: C(C)(C)(C)OC(=O)N1CC2(C1)CCN(CC2)C (7-methyl-2,7-diaza-spiro[3.5]nonane-2-carboxylic acid tert-butyl ester), C(=O)(C(F)(F)F)O (TFA). Solvent: C(Cl)Cl (DCM). Conditions: time 1 hour. Product: CN1CCC2(CNC2)CC1 (7-Methyl-2,7-diaza-spiro[3.5]nonane). Yield: 84.0%. Reaction SMILES: C(OC([N:8]1[CH2:11][C:10]2([CH2:16][CH2:15][N:14]([CH3:17])[CH2:13][CH2:12]2)[CH2:9]1)=O)(C)(C)C.C(O)(C(F)(F)F)=O>C(Cl)Cl>[CH3:17][N:14]1[CH2:15][CH2:16][C:10]2([CH2:11][NH:8][CH2:9]2)[CH2:12][CH2:13]1. Reported procedure: To a solution of 2,7-diaza-spiro[3.5]nonane-2-carboxylic acid tert-butyl ester hydrochloride (100 mg, 0.381 mmol) in DCE (10 mL) was added an aqueous solution of formaldehyde (37% w/w, 40 μL, 0.537 mmol). The mixture was stirred at RT for 10 min, then sodium triacetoxyborohydride (121 mg, 0.571 mmol) was added and stirring was continued for 1 h. Water was added to the reaction mixture before being loaded onto an Isolute® SCX-2 cartridge. The cartridge was washed with MeOH then eluted with 2 M NH... The reactants are [BH4-], CO, CC1(C)Cc2ccc([N+](=O)[O-])cc2C=N1, [Na+]. Product: CC1(C)Cc2ccc([N+](=O)[O-])cc2CN1. RXN SMILES: [BH4-:1].[CH3:18][OH:19].[CH3:3][C:4]1([CH3:17])[N:5]=[CH:6][c:7]2[cH:8][c:9]([N+:14](=[O:15])[O-:16])[cH:10][cH:11][c:12]2[CH2:13]1.[Na+:2]>>[CH3:3][C:4]1([CH3:17])[NH:5][CH2:6][c:7]2[cH:8][c:9]([N+:14](=[O:15])[O-:16])[cH:10][cH:11][c:12]2[CH2:13]1. Reactants: CCC(O)(C=Cc1ccc(C(CC)(CC)c2ccc(-c3cc(CC(=O)OC)cc(OC)c3O)cc2)cc1C)CC, CO, [Cl-], [NH4+], [Na+], C1CCOC1, [OH-]. Product: CCC(O)(C=Cc1ccc(C(CC)(CC)c2ccc(-c3cc(CC(=O)O)cc(OC)c3O)cc2)cc1C)CC. RXN SMILES: [CH3:3][O:4][C:5]([CH2:6][c:7]1[cH:8][c:9](-[c:16]2[cH:17][cH:18][c:19]([C:22]([CH2:23][CH3:24])([c:25]3[cH:26][c:27]([CH3:39])[c:28]([CH:31]=[CH:32][C:33]([CH2:34][CH3:35])([OH:36])[CH2:37][CH3:38])[cH:29][cH:30]3)[CH2:40][CH3:41])[cH:20][cH:21]2)[c:10]([OH:15])[c:11]([O:13][CH3:14])[cH:12]1)=[O:42].[CH3:50][OH:51].[Cl-:43].[NH4+:44].[Na+:2].[O:45]1[CH2:46][CH2:47][CH2:48][CH2:49]1.[OH-:1]>>[O:4]=[C:5]([CH2:6][c:7]1[cH:8][c:9](-[c:16]2[cH:17][cH:18][c:19]([C:22]([CH2:23][CH3:24])([c:25]3[cH:26][c:27]([CH3:39])[c:28]([CH:31]=[CH:32][C:33]([CH2:34][CH3:35])([OH:36])[CH2:37][CH3:38])[cH:29][cH:30]3)[CH2:40][CH3:41])[cH:20][cH:21]2)[c:10]([OH:15])[c:11]([O:13][CH3:14])[cH:12]1)[OH:42]. Procedure details: 36.7 g (149 mmol) of 70% pure meta-chloroperbenzoic acid were added to 12.0 g (67.7 mmol) of the compound from Example 8A in 800 ml of tetrahydrofuran at 0° C., and the mixture was stirred at RT for 15 min. Addition of 100 ml of a saturated aqueous sodium sulfite solution was followed by extraction with ethyl acetate several times. The combined organic phases were washed five times with saturated aqueous sodium bicarbonate solution, dried over magnesium sulfate, filtered and concentrated. 11.0 g... Run at time 15 minute. Product: CS(=O)(=O)CC=1C=CC=C2C=CNC12 (7-[(Methylsulfonyl)methyl]-1H-indole). Solvent: O1CCCC1 (tetrahydrofuran). Reactants: ClC1=CC(=CC=C1)C(=O)OO (meta-chloroperbenzoic acid), CSCC=1C=CC=C2C=CNC12 (7-[(Methylsulfanyl)methyl]-1H-indole), S(=O)([O-])[O-].[Na+].[Na+] (sodium sulfite). As a reaction SMILES: Cl[C:2]1C=CC=C(C(OO)=O)C=1.CS[CH2:14][C:15]1[CH:16]=[CH:17][CH:18]=[C:19]2[C:23]=1[NH:22][CH:21]=[CH:20]2.[S:24]([O-:27])([O-])=[O:25].[Na+].[Na+]>O1CCCC1>[CH3:2][S:24]([CH2:14][C:15]1[CH:16]=[CH:17][CH:18]=[C:19]2[C:23]=1[NH:22][CH:21]=[CH:20]2)(=[O:27])=[O:25] |f:2.3.4|. Product: [N+](=O)([O-])C=1C=C(C=CC1N1CCN(CC1)C1=NC=CC=N1)C=1C(CC(NN1)=O)C (6-[3-nitro-4-[4-(2-pyrimidyl)-piperazin-1-yl]phenyl]-4,5-dihydro-5-methyl-3(2H)-pyridazinone). Procedure details: 3.0 g (11.2 mmol) of 6-(4-chloro-3-nitro-phenyl)-4,5-dihydro-5-methyl-3(2H)-pyridazinone, 3.7 g (22.4 mmol) of 1-(2-pyrimidyl)-piperazine and 0.9 g (11.2 mmol) of pyridine are boiled under reflux in 50 ml of dioxane. A further 1.9 g (11.6 mmol) of 1-(2-pyrimidyl)-piperazine is added after 6 hours and the reaction mixture is boiled for a further 4 hours. When the reaction mixture has cooled, it is poured out on 300 ml of ice water and the precipitated solid is suction filtered, washed with a smal... Reaction SMILES: Cl[C:2]1[CH:7]=[CH:6][C:5]([C:8]2[CH:9]([CH3:15])[CH2:10][C:11](=[O:14])[NH:12][N:13]=2)=[CH:4][C:3]=1[N+:16]([O-:18])=[O:17].[N:19]1[CH:24]=[CH:23][CH:22]=[N:21][C:20]=1[N:25]1[CH2:30][CH2:29][NH:28][CH2:27][CH2:26]1.N1C=CC=CC=1>O1CCOCC1>[N+:16]([C:3]1[CH:4]=[C:5]([C:8]2[CH:9]([CH3:15])[CH2:10][C:11](=[O:14])[NH:12][N:13]=2)[CH:6]=[CH:7][C:2]=1[N:28]1[CH2:29][CH2:30][N:25]([C:20]2[N:19]=[CH:24][CH:23]=[CH:22][N:21]=2)[CH2:26][CH2:27]1)([O-:18])=[O:17]. The yield is 70.0%. The solvent is O1CCOCC1 (dioxane). Run at time 4 hour. Starting materials: ClC1=C(C=C(C=C1)C=1C(CC(NN1)=O)C)[N+](=O)[O-] (6-(4-chloro-3-nitro-phenyl)-4,5-dihydro-5-methyl-3(2H)-pyridazinone), N1=C(N=CC=C1)N1CCNCC1 (1-(2-pyrimidyl)-piperazine), ice water, N1=C(N=CC=C1)N1CCNCC1 (1-(2-pyrimidyl)-piperazine), N1=CC=CC=C1 (pyridine). The reactants are solution, Cl (hydrochloric acid), C(CCC)N1CCN(C2=CC=CC=C12)C(=O)N1CC(CC1)C=1C=NC=CC1 (1-butyl-4-[(3-(pyridin-3-yl)pyrrolidin-1-yl)carbonyl]-1,2,3,4-tetrahydroquinoxaline). Run in CCOCC (ether), ClCCl (dichloromethane). Product: Cl.C(CCC)N1CCN(C2=CC=CC=C12)C(=O)N1CC(CC1)C=1C=NC=CC1 (1-butyl-4-[(3-(pyridin-3-yl)pyrrolidin-1-yl)carbonyl]-1,2,3,4-tetrahydroquinoxaline hydrochloride). RXN SMILES: [CH2:1]([N:5]1[C:14]2[C:9](=[CH:10][CH:11]=[CH:12][CH:13]=2)[N:8]([C:15]([N:17]2[CH2:21][CH2:20][CH:19]([C:22]3[CH:23]=[N:24][CH:25]=[CH:26][CH:27]=3)[CH2:18]2)=[O:16])[CH2:7][CH2:6]1)[CH2:2][CH2:3][CH3:4].[ClH:28]>ClCCl.CCOCC>[ClH:28].[CH2:1]([N:5]1[C:14]2[C:9](=[CH:10][CH:11]=[CH:12][CH:13]=2)[N:8]([C:15]([N:17]2[CH2:21][CH2:20][CH:19]([C:22]3[CH:23]=[N:24][CH:25]=[CH:26][CH:27]=3)[CH2:18]2)=[O:16])[CH2:7][CH2:6]1)[CH2:2][CH2:3][CH3:4] |f:4.5|. Procedure: 0.032 g of 1-butyl-4-[(3-(pyridin-3-yl)pyrrolidin-1-yl)carbonyl]-1,2,3,4-tetrahydroquinoxaline, dissolved in 0.9 ml of dichloromethane, is introduced into a 10 ml round-bottomed flask. 0.45 ml of a 0.2N solution of hydrochloric acid in ether is subsequently added. Stirring is maintained for ten minutes. After evaporating, 0.030 g of 1-butyl-4-[(3-(pyridin-3-yl)pyrrolidin-1-yl)carbonyl]-1,2,3,4-tetrahydroquinoxaline hydrochloride is obtained. Starting materials: C(C)(C)(C)OC(NCC1=C(C=C(C=C1)Br)F)=O ((4-bromo-2-fluorobenzyl)-carbamic acid tert-butyl ester), C1(=CC=CC=C1)O (phenol), CC(C)(C(CC(C(C)(C)C)=O)=O)C (2,2,6,6-tetramethylheptane-3,5-dione), C([O-])([O-])=O.[Cs+].[Cs+] (cesium carbonate). Reagents/catalysts: [Cu]Cl (copper(I) chloride). The solvent is CN1CCCC1=O (NMP). Run at temperature 120 celsius. Product: C(C)(C)(C)OC(NCC1=C(C=C(C=C1)OC1=CC=CC=C1)F)=O ((2-Fluoro-4-phenoxy-benzyl)-carbamic acid tert-butyl ester). Isolated yield 57.6%. RXN SMILES: [C:1]([O:5][C:6](=[O:17])[NH:7][CH2:8][C:9]1[CH:14]=[CH:13][C:12](Br)=[CH:11][C:10]=1[F:16])([CH3:4])([CH3:3])[CH3:2].[C:18]1([OH:24])[CH:23]=[CH:22][CH:21]=[CH:20][CH:19]=1.CC(C)(C(=O)CC(=O)C(C)(C)C)C.C(=O)([O-])[O-].[Cs+].[Cs+]>CN1C(=O)CCC1.[Cu]Cl>[C:1]([O:5][C:6](=[O:17])[NH:7][CH2:8][C:9]1[CH:14]=[CH:13][C:12]([O:24][C:18]2[CH:23]=[CH:22][CH:21]=[CH:20][CH:19]=2)=[CH:11][C:10]=1[F:16])([CH3:4])([CH3:3])[CH3:2] |f:3.4.5|. Procedure: Mix under argon atmosphere (4-bromo-2-fluorobenzyl)-carbamic acid tert-butyl ester (2.12 g, 7.0 mmol), phenol (1.32 g, 14 mmol), 2,2,6,6-tetramethylheptane-3,5-dione (129 mg, 0.7 mmol), and cesium carbonate (4.56 g, 14 mmol) in anhydrous NMP (15 mL). Degas the flask, fill with argon and add copper(I) chloride (346 mg, 3.5 mmol) quickly. Degas the flask then fill with argon and heat at 120° C. for 5 h. Cool to ambient temperature, dilute with EtOAc and filter. Wash the mixture sequentially with 0... The reactants are C(C)(C)[C@]12[C@H](CC[C@H]2[C@H]2[C@H](CC1)C=1CC=C(CC1CC2)OC)O (13β-isopropyl-3-methoxy-gona-2,5(10)-dien-17β-ol). Run in CO (methanol), Cl (hydrochloric acid), O (water). Reaction conditions: time 2 hour. Yields the product C(C)(C)[C@]12[C@H](CC[C@H]2[C@H]2[C@H](CC1)[C@H]1CCC(C=C1CC2)=O)O (13β-isopropyl-17β-hydroxy-gon-4-en-3-one). Reaction SMILES: [CH:1]([C@:4]12[CH2:12][CH2:11][C@@H:10]3[C:13]4[CH2:14][CH:15]=[C:16]([O:21]C)[CH2:17][C:18]=4[CH2:19][CH2:20][C@H:9]3[C@@H:8]1[CH2:7][CH2:6][C@@H:5]2[OH:23])([CH3:3])[CH3:2]>CO.Cl.O>[CH:1]([C@:4]12[CH2:12][CH2:11][C@@H:10]3[C@@H:13]4[C:18]([CH2:19][CH2:20][C@H:9]3[C@@H:8]1[CH2:7][CH2:6][C@@H:5]2[OH:23])=[CH:17][C:16](=[O:21])[CH2:15][CH2:14]4)([CH3:3])[CH3:2]. Procedure: Dissolve 13β-isopropyl-3-methoxy-gona-2,5(10)-dien-17β-ol in methanol (36 cc.), concentrated hydrochloric acid (2.4 cc.) and water (1.6 cc.) and allow the mixture to stand at room temperature for 2 hours. Add water and collect the product in ether. Wash, dry and evaporate the ethereal solution and chromatograph the residue on alumina (30 g.). Elute with benzene containing 30% ether and evaporate the solvent to obtain 13β-isopropyl-17β-hydroxy-gon-4-en-3-one as a gum; infrared absorption peak at ...